Dataset: the Open Reaction Database (ORD), a public repository of structured organic reaction records. Task: describe an organic reaction: reactants, conditions, products, and yield The reactants are [BH4-], CO, COc1cc2c(-c3cc4c(C=O)ccnc4n3S(=O)(=O)c3ccc(C)cc3)cn(C)c2cc1OC, CCOC(C)=O, [Na+], O. Yields the product COc1cc2c(-c3cc4c(CO)ccnc4n3S(=O)(=O)c3ccc(C)cc3)cn(C)c2cc1OC. As a reaction SMILES: [BH4-:1].[CH3:38][OH:39].[CH3:3][O:4][c:5]1[cH:6][c:7]2[c:8](-[c:17]3[cH:18][c:19]4[c:20]([n:21][cH:22][cH:23][c:24]4[CH:25]=[O:26])[n:27]3[S:28](=[O:29])(=[O:30])[c:31]3[cH:32][cH:33][c:34]([CH3:37])[cH:35][cH:36]3)[cH:9][n:10]([CH3:16])[c:11]2[cH:12][c:13]1[O:14][CH3:15].[CH3:41][CH2:42][O:43][C:44](=[O:45])[CH3:46].[Na+:2].[OH2:40]>>[CH3:3][O:4][c:5]1[cH:6][c:7]2[c:8](-[c:17]3[cH:18][c:19]4[c:20]([n:21][cH:22][cH:23][c:24]4[CH2:25][OH:26])[n:27]3[S:28](=[O:29])(=[O:30])[c:31]3[cH:32][cH:33][c:34]([CH3:37])[cH:35][cH:36]3)[cH:9][n:10]([CH3:16])[c:11]2[cH:12][c:13]1[O:14][CH3:15]. The reactants are Example 1 ( 1 ), C(C1=CC=CC=C1)O (benzylalcohol), C1(=CC=CC=C1)P(C1=CC=CC=C1)C1=CC=CC=C1 (triphenyl phosphine), C(CCCCC)(=O)O (caproic acid), C1=CC=NC(=C1)SSC2=CC=CC=N2 (2,2'-dipyridyl disulfide). The solvent is C(Cl)Cl (methylene chloride), C(Cl)Cl (methylene chloride). Run at time 3 hour. Yields the product C(C1=CC=CC=C1)OC(CCCCC)=O (Caproic acid benzyl ester). As a reaction SMILES: [CH2:1]([OH:8])[C:2]1[CH:7]=[CH:6][CH:5]=[CH:4][CH:3]=1.[C:9](O)(=[O:15])[CH2:10][CH2:11][CH2:12][CH2:13][CH3:14].C1C=C(SSC2N=CC=CC=2)N=CC=1.C1(P(C2C=CC=CC=2)C2C=CC=CC=2)C=CC=CC=1>C(Cl)Cl>[CH2:1]([O:8][C:9](=[O:15])[CH2:10][CH2:11][CH2:12][CH2:13][CH3:14])[C:2]1[CH:7]=[CH:6][CH:5]=[CH:4][CH:3]=1. Procedure: To a mixture of 1.08 g. of benzylalcohol, 1.16 g. of caproic acid, 2.20 g. of 2,2'-dipyridyl disulfide and 50 ml. of methylene chloride is added dropwise a solution of 2.62 g. of triphenyl phosphine in 20 ml. of methylene chloride while stirring at room temperature. After completion of the addition, the mixture is stirred at room temperature for an additional 3 hours. The reaction mixture is treated with the same procedure as in Example 1 (1) to give 1.9 g. of the desired product boiling at 75°C... Procedure: The starting material was prepared in an analogous manner to that described in Example 15, part (iii), starting from (E)-2(R)-[1(S)-[(tetrahydro-2(RS)-pyranyloxy)carbamoyl]-4-phenyl-3-butenyl]-2′-(methanesulphonyl)-4-methylvalerohydrazide and 2-bromoethyl methyl ether. Starting materials: ( iii ), O1C(CCCC1)ONC(=O)[C@@H](C\C=C\C1=CC=CC=C1)[C@H](C(=O)NNS(=O)(=O)C)CC(C)C ((E)-2(R)-[1(S)-[(tetrahydro-2(RS)-pyranyloxy)carbamoyl]-4-phenyl-3-butenyl]-2′-(methanesulphonyl)-4-methylvalerohydrazide), COCCBr (2-bromoethyl methyl ether). As a reaction SMILES: O1CCCCC1[O:7][NH:8][C:9]([C@H:11]([C@@H:21]([CH2:30][CH:31]([CH3:33])[CH3:32])[C:22]([NH:24][NH:25][S:26]([CH3:29])(=[O:28])=[O:27])=[O:23])[CH2:12]/[CH:13]=[CH:14]/[C:15]1[CH:20]=[CH:19][CH:18]=[CH:17][CH:16]=1)=[O:10].[CH3:34][O:35][CH2:36][CH2:37]Br>>[OH:7][NH:8][C:9]([C@H:11]([C@@H:21]([CH2:30][CH:31]([CH3:32])[CH3:33])[C:22]([NH:24][N:25]([S:26]([CH3:29])(=[O:27])=[O:28])[CH2:37][CH2:36][O:35][CH3:34])=[O:23])[CH2:12]/[CH:13]=[CH:14]/[C:15]1[CH:16]=[CH:17][CH:18]=[CH:19][CH:20]=1)=[O:10]. The product is ONC(=O)[C@@H](C\C=C\C1=CC=CC=C1)[C@H](C(=O)NN(CCOC)S(=O)(=O)C)CC(C)C ((E)-2(R)-[1(S)-(Hydroxycarbamoyl)-4-phenyl-3-butenyl]-2′-(methanesulphonyl)-2′-(methoxyethyl)-4-methylvalerohydrazide). The reactants are C1CCOC1, CN(C)CCO, CC(C)OC(=O)N=NC(=O)OC(C)C, O=C1CCC(c2ccc(O)cc2)CC1, c1ccc(P(c2ccccc2)c2ccccc2)cc1. Product: CN(C)CCOc1ccc(C2CCC(=O)CC2)cc1. As a reaction SMILES: [CH2:54]1[O:55][CH2:56][CH2:57][CH2:58]1.[CH3:15][N:16]([CH3:17])[CH2:18][CH2:19][OH:20].[O:40]=[C:41]([O:42][CH:43]([CH3:44])[CH3:45])[N:46]=[N:47][C:48]([O:49][CH:50]([CH3:51])[CH3:52])=[O:53].[OH:1][c:2]1[cH:3][cH:4][c:5]([CH:8]2[CH2:9][CH2:10][C:11](=[O:14])[CH2:12][CH2:13]2)[cH:6][cH:7]1.[c:21]1([P:22]([c:23]2[cH:24][cH:25][cH:26][cH:27][cH:28]2)[c:29]2[cH:30][cH:31][cH:32][cH:33][cH:34]2)[cH:35][cH:36][cH:37][cH:38][cH:39]1>>[O:1]([c:2]1[cH:3][cH:4][c:5]([CH:8]2[CH2:9][CH2:10][C:11](=[O:14])[CH2:12][CH2:13]2)[cH:6][cH:7]1)[CH2:19][CH2:18][N:16]([CH3:15])[CH3:17]. The reactants are CCO, NN, O, O=C1c2ccccc2C(=O)N1CCCCN(Cc1nc2c([nH]1)CCCC2)C1CCCc2cccnc21. The product is NCCCCN(Cc1nc2c([nH]1)CCCC2)C1CCCc2cccnc21. Reaction SMILES: [CH3:40][CH2:41][OH:42].[NH2:38][NH2:39].[OH2:37].[nH:1]1[c:2]([CH2:10][N:11]([CH2:12][CH2:13][CH2:14][CH2:15][N:16]2[C:17](=[O:18])[c:19]3[c:20]([cH:21][cH:22][cH:23][cH:24]3)[C:25]2=[O:26])[CH:27]2[CH2:28][CH2:29][CH2:30][c:31]3[cH:32][cH:33][cH:34][n:35][c:36]32)[n:3][c:4]2[c:5]1[CH2:6][CH2:7][CH2:8][CH2:9]2>>[nH:1]1[c:2]([CH2:10][N:11]([CH2:12][CH2:13][CH2:14][CH2:15][NH2:16])[CH:27]2[CH2:28][CH2:29][CH2:30][c:31]3[cH:32][cH:33][cH:34][n:35][c:36]32)[n:3][c:4]2[c:5]1[CH2:6][CH2:7][CH2:8][CH2:9]2. Starting materials: CC1(C)CNc2cc(C#N)ccc2O1, CN(C)C=O, C1CC2OC2C1, [H-], [Na+], O. Product: CC1(C)CN(C2CCCC2O)c2cc(C#N)ccc2O1. As a reaction SMILES: [C:1](#[N:2])[c:3]1[cH:4][cH:5][c:6]2[c:7]([cH:14]1)[NH:8][CH2:9][C:10]([CH3:12])([CH3:13])[O:11]2.[CH3:23][N:24]([CH3:25])[CH:26]=[O:27].[CH:17]12[CH:18]([CH2:19][CH2:20][CH2:21]1)[O:22]2.[H-:15].[Na+:16].[OH2:28]>>[C:1](#[N:2])[c:3]1[cH:4][cH:5][c:6]2[c:7]([cH:14]1)[N:8]([CH:17]1[CH:18]([OH:22])[CH2:19][CH2:20][CH2:21]1)[CH2:9][C:10]([CH3:12])([CH3:13])[O:11]2. Reactants: [OH-].[Na+] (sodium hydroxide), O1CCCC1 (tetrahydrofuran), CO (methanol), solution, CC1=C(N=C(O1)C1=CC=CC=C1)COC1=C(C=C(CN2C3=CC=CC(=C3C=3C=CC=CC23)OCC2=CC=C(C(=O)OCC)C=C2)C=C1)OC (ethyl 4-((9-(4-((5-methyl-2-phenyloxazole-4-yl)methoxy)-3-methoxybenzyl)-9H-carbazole-5-yloxy)methyl)benzoate). The solvent is O (water). Product: CC1=C(N=C(O1)C1=CC=CC=C1)COC1=C(C=C(CN2C3=CC=CC(=C3C=3C=CC=CC23)OCC2=CC=C(C(=O)[O-])C=C2)C=C1)OC.[Na+] (sodium 4-((9-(4-((5-methyl-2-phenyloxazole-4-yl)methoxy)-3-methoxybenzyl)-9H-carbazole-5-yloxy)methyl)benzoate). As a reaction SMILES: [OH-].[Na+:2].O1CCCC1.CO.[CH3:10][C:11]1[O:15][C:14]([C:16]2[CH:21]=[CH:20][CH:19]=[CH:18][CH:17]=2)=[N:13][C:12]=1[CH2:22][O:23][C:24]1[CH:56]=[CH:55][C:27]([CH2:28][N:29]2[C:41]3[CH:40]=[CH:39][CH:38]=[CH:37][C:36]=3[C:35]3[C:30]2=[CH:31][CH:32]=[CH:33][C:34]=3[O:42][CH2:43][C:44]2[CH:54]=[CH:53][C:47]([C:48]([O:50]CC)=[O:49])=[CH:46][CH:45]=2)=[CH:26][C:25]=1[O:57][CH3:58]>O>[CH3:10][C:11]1[O:15][C:14]([C:16]2[CH:17]=[CH:18][CH:19]=[CH:20][CH:21]=2)=[N:13][C:12]=1[CH2:22][O:23][C:24]1[CH:56]=[CH:55][C:27]([CH2:28][N:29]2[C:41]3[CH:40]=[CH:39][CH:38]=[CH:37][C:36]=3[C:35]3[C:30]2=[CH:31][CH:32]=[CH:33][C:34]=3[O:42][CH2:43][C:44]2[CH:45]=[CH:46][C:47]([C:48]([O-:50])=[O:49])=[CH:53][CH:54]=2)=[CH:26][C:25]=1[O:57][CH3:58].[Na+:2] |f:0.1,6.7|. Procedure: 1 mL of 5 N sodium hydroxide solution was added to tetrahydrofuran:methanol=1:1(20 mL) solution of 110 mg of ethyl 4-((9-(4-((5-methyl-2-phenyloxazole-4-yl)methoxy)-3-methoxybenzyl)-9H-carbazole-5-yloxy)methyl)benzoate, and stirred at 70° C. for 1 hour. The reaction mixture was allowed to cool, and the water was added thereto. The crystalline precipitate was isolated by filtration, and washed with 2-propanol. The collected precipitate was dried under reduced pressure, and 107 mg of the subject c... Reactants: O1C(OCC1)CNC (N-(1,3-Dioxolan-2-ylmethyl)-N-methylamine), [OH-].[Na+] (sodium hydroxide), ON1N=NC2=C1C=CC=C2 (1-Hydroxybenzotriazole), Cl.CN(CCCN=C=NCC)C (1-(3-dimethylaminopropyl)-3-ethylcarbodiimide hydrochloride), OCC=1C=CC2=C(N3C(=N2)SC(=C3)C(=O)O)C1 (6-hydroxymethylthiazolo[3,2-a]benzimidazole-2-carboxylic acid). The solvent is CN(C)C=O (DMF). Procedure details: 1-Hydroxybenzotriazole (10.1 g) and 1-(3-dimethylaminopropyl)-3-ethylcarbodiimide hydrochloride (28.8 g) were added to a DMF (500 ml) suspension of 6-hydroxymethylthiazolo[3,2-a]benzimidazole-2-carboxylic acid (12.4 g), and the reaction mixture was stirred at room temperature for 1.5 hours. N-(1,3-Dioxolan-2-ylmethyl)-N-methylamine (17.1 ml) was added to the reaction mixture, and the resulting reaction mixture was stirred at the same temperature for 1 hour. After completion of the reaction, the ... Conditions: time 1.5 hour. Reaction SMILES: ON1C2C=CC=CC=2N=N1.Cl.CN(C)CCCN=C=NCC.[OH:23][CH2:24][C:25]1[CH:26]=[CH:27][C:28]2[N:32]=[C:31]3[S:33][C:34]([C:36]([OH:38])=O)=[CH:35][N:30]3[C:29]=2[CH:39]=1.[O:40]1[CH2:44][CH2:43][O:42][CH:41]1[CH2:45][NH:46][CH3:47].[OH-].[Na+]>CN(C=O)C>[O:40]1[CH2:44][CH2:43][O:42][CH:41]1[CH2:45][N:46]([CH3:47])[C:36]([C:34]1[S:33][C:31]2=[N:32][C:28]3[CH:27]=[CH:26][C:25]([CH2:24][OH:23])=[CH:39][C:29]=3[N:30]2[CH:35]=1)=[O:38] |f:1.2,5.6|. Product: O1C(OCC1)CN(C(=O)C1=CN2C(=NC3=C2C=C(C=C3)CO)S1)C (N-(1,3-Dioxolan-2-ylmethyl)-6-hydroxymethyl-N-methylthiazolo[3,2-a]benzimidazole-2-carboxamide). Reactants: BrB(Br)Br, CO, COc1ccc(C2(C)C(=O)Nc3cc(Cl)cc(Cl)c3C2=O)cc1[N+](=O)[O-], ClCCl. Product: CC1(c2ccc(O)c([N+](=O)[O-])c2)C(=O)Nc2cc(Cl)cc(Cl)c2C1=O. As a reaction SMILES: [B:27]([Br:28])([Br:29])[Br:30].[CH3:34][OH:35].[Cl:1][c:2]1[c:3]2[c:8]([cH:9][c:10]([Cl:12])[cH:11]1)[NH:7][C:6](=[O:13])[C:5]([CH3:14])([c:15]1[cH:16][c:17]([N+:23](=[O:24])[O-:25])[c:18]([O:21][CH3:22])[cH:19][cH:20]1)[C:4]2=[O:26].[Cl:31][CH2:32][Cl:33]>>[Cl:1][c:2]1[c:3]2[c:8]([cH:9][c:10]([Cl:12])[cH:11]1)[NH:7][C:6](=[O:13])[C:5]([CH3:14])([c:15]1[cH:16][c:17]([N+:23](=[O:24])[O-:25])[c:18]([OH:21])[cH:19][cH:20]1)[C:4]2=[O:26]. Reactants: ClC1=NC2=C(N1CCOCC)C=CC=C2 (2-chloro-1-[2-(ethoxy)ethyl]benzimidazole), CN1CCNCC1 (N-methylpiperazine), C(\C=C\C(=O)O)(=O)O (fumaric acid). Product: C(C)OCCN1C(=NC2=C1C=CC=C2)N2CCN(CC2)C (1-[2-(ethoxy)ethyl]-2-(4-methyl-1-piperazinyl)benzimidazole). RXN SMILES: Cl[C:2]1[N:6]([CH2:7][CH2:8][O:9][CH2:10][CH3:11])[C:5]2[CH:12]=[CH:13][CH:14]=[CH:15][C:4]=2[N:3]=1.[CH3:16][N:17]1[CH2:22][CH2:21][NH:20][CH2:19][CH2:18]1.C(O)(=O)/C=C/C(O)=O>>[CH2:10]([O:9][CH2:8][CH2:7][N:6]1[C:5]2[CH:12]=[CH:13][CH:14]=[CH:15][C:4]=2[N:3]=[C:2]1[N:20]1[CH2:21][CH2:22][N:17]([CH3:16])[CH2:18][CH2:19]1)[CH3:11]. Reported procedure: In the same manner as described in Example 1 using 2-chloro-1-[2-(ethoxy)ethyl]benzimidazole (100.0 g), N-methylpiperazine (90.0 g) and fumaric acid (83.0 g), there are obtained crude crystals, which are recrystallized from ethanol to give 1-[2-(ethoxy)ethyl]-2-(4-methyl-1-piperazinyl)benzimidazole.3/2 fumarate (148.0 g) as colorless plates, m.p. 167.5°-168.5° C.